From a dataset of the Open Reaction Database (ORD), a public repository of structured organic reaction records. describe an organic reaction: reactants, conditions, products, and yield Starting materials: C(C1=CC=CC=C1)N1[C@H](CN(CC1)CC1=CC=CC=C1)CC=O ((S)-(1,4-dibenzyl-piperazin-2-yl)-acetaldehyde), C1CCOC1 (THF), O (water), [Li+].C[Si](C)(C)[N-][Si](C)(C)C (LiHMDS), [Cl-].COC[P+](C1=CC=CC=C1)(C1=CC=CC=C1)C1=CC=CC=C1 ((methoxymethyl)triphenyl-phosphonium chloride), C1CCOC1 (THF). Reaction conditions: time 30 minute. Yields the product C(C1=CC=CC=C1)N1[C@H](CN(CC1)CC1=CC=CC=C1)CC=COC ((S)-1,4-Dibenzyl-2-(3-methoxy-allyl)-piperazine). Reaction SMILES: [Li+].C[Si]([N-][Si](C)(C)C)(C)C.[Cl-].COC[P+](C1C=CC=CC=1)(C1C=CC=CC=1)C1C=CC=CC=1.[CH2:34]([N:41]1[CH2:46][CH2:45][N:44]([CH2:47][C:48]2[CH:53]=[CH:52][CH:51]=[CH:50][CH:49]=2)[CH2:43][C@@H:42]1CC=O)[C:35]1[CH:40]=[CH:39][CH:38]=[CH:37][CH:36]=1.O.[CH2:58]1[CH2:62][O:61][CH2:60][CH2:59]1>>[CH2:34]([N:41]1[CH2:46][CH2:45][N:44]([CH2:47][C:48]2[CH:49]=[CH:50][CH:51]=[CH:52][CH:53]=2)[CH2:43][C@@H:42]1[CH2:58][CH:59]=[CH:60][O:61][CH3:62])[C:35]1[CH:40]=[CH:39][CH:38]=[CH:37][CH:36]=1 |f:0.1,2.3|. Procedure details: Add LiHMDS (1M in THF, 21.38 mL, 21.38 mmol) to (methoxymethyl)triphenyl-phosphonium chloride (7.329 g, 21.38 mmol) in THF (51.0 mL) via syringe at 0° C. and stir. After 30 minutes, add (S)-(1,4-dibenzyl-piperazin-2-yl)-acetaldehyde (4.71 g, 15.27 mmol) in THF (51.0 mL) via syringe. Remove ice bath and stir at ambient temperature. After 4 hours, add water and extract with ethyl acetate twice. Combine the organic solution, dry over sodium sulfate, filter, and concentrate under reduced pressure to... Reactants: [C-]#N.[K+] (potassium cyanide), Cl.CN (methylamine hydrochloride), O (water), O[C@@H](C=O)[C@@H](CSC)C ((2R,3S)-2-Hydroxy-3-methyl-4-(methylthio)-1-butanal). The solvent is CO (methanol). Run at time 8 hour. The product is O[C@@H](C(C#N)NC)[C@@H](CSC)C ((2RS,3R,4S)-3-Hydroxy-4-methyl-2-(methylamino)-5-(methylthio)pentanenitrile). RXN SMILES: [OH:1][C@H:2]([C@H:5]([CH3:9])[CH2:6][S:7][CH3:8])[CH:3]=O.[C-:10]#[N:11].[K+].Cl.[CH3:14][NH2:15].O>CO>[OH:1][C@H:2]([C@H:5]([CH3:9])[CH2:6][S:7][CH3:8])[CH:3]([NH:15][CH3:14])[C:10]#[N:11] |f:1.2,3.4|. Procedure: Compound (G) was dissolved in methanol (120 ml.) and the stirred solution treated sequentially with potassium cyanide (1.82g., 0.028m), methylamine hydrochloride (2.03g., 0.03m.), and water (20 ml.). The sides of the flask were rinsed down with an additional 5 ml of methanol, the mixture covered with a nitrogen atmosphere and allowed to stir overnight at room temperature. The mixture was then concentrated in vacuo to a slurry. This was distributed between methylene chloride (300 ml.) and water (... Starting materials: CN(S(=O)(=O)C1=C(C=CC=C1)S(=O)(=O)NC(=O)NC1=NC(=CC(=N1)CCl)OC)C (N-(2-dimethylsulfamoylphenylsulfonyl)-N'-(4-chloromethyl-6-methoxy-pyrimidin-2-yl)-urea), O.O.[Na+].CN(C([S-])=S)C (dimethyldithiocarbamic acid sodium salt dihydrate). Run in O (water), C(C)#N (acetonitrile). Product: CN(S(=O)(=O)C1=C(C=CC=C1)S(=O)(=O)NC(=O)NC1=NC(=CC(=N1)OC)CSC(N(C)C)=S)C (N-(2-Dimethylsulfamoylphenyl-sulfonyl)-N'-(4-methoxy-6-dimethylthiocarbamoylthiomethyl-pyrimidin-2-yl)-urea). As a reaction SMILES: [CH3:1][N:2]([CH3:29])[S:3]([C:6]1[CH:11]=[CH:10][CH:9]=[CH:8][C:7]=1[S:12]([NH:15][C:16]([NH:18][C:19]1[N:24]=[C:23]([CH2:25]Cl)[CH:22]=[C:21]([O:27][CH3:28])[N:20]=1)=[O:17])(=[O:14])=[O:13])(=[O:5])=[O:4].O.O.[Na+].[CH3:33][N:34]([CH3:38])[C:35](=[S:37])[S-:36]>C(#N)C.O>[CH3:1][N:2]([CH3:29])[S:3]([C:6]1[CH:11]=[CH:10][CH:9]=[CH:8][C:7]=1[S:12]([NH:15][C:16]([NH:18][C:19]1[N:20]=[C:21]([O:27][CH3:28])[CH:22]=[C:23]([CH2:25][S:37][C:35](=[S:36])[N:34]([CH3:38])[CH3:33])[N:24]=1)=[O:17])(=[O:14])=[O:13])(=[O:5])=[O:4] |f:1.2.3.4|. Reported procedure: A mixture of 9.3 g of N-(2-dimethylsulfamoylphenylsulfonyl)-N'-(4-chloromethyl-6-methoxy-pyrimidin-2-yl)-urea and 3.7 g of dimethyldithiocarbamic acid sodium salt dihydrate is stirred in 100 ml of acetonitrile at 20°-25° C. for 3 hours. In further processing, the reaction mixture is diluted with 1 liter of water, and the precipitated product is separated. The yield is 10.0 g (91% of theory) of N-(2-dimethylsulfamoylphenyl-sulfonyl)-N'-(4-methoxy-6-dimethylthiocarbamoylthiomethyl-pyrimidin-2-yl)-... Reactants: C1(=CC=C(C=C1)S(=O)(=O)Cl)C (para-toluene-sulphonyl chloride), peracid, O1C(CC2=C1C=CC=C2)CO (2,3-dihydrobenzofuran-2-yl-methanol), diamine, formula II, S(=O)(=O)([O-])C1=CC=C(C)C=C1 (tosylate), CN(CCCN)C (3-(dimethylamino)-propylamine), C(C=C)C1=C(C=CC=C1)O (2-allylphenol), S(=O)(=O)([O-])C1=CC=C(C)C=C1 (tosylate). Product: CN(CCCNCC1OC2=C(C1)C=CC=C2)C (N,N-dimethyl-N'-(2,3-dihydro-benzofuran-2-ylmethyl)-1,3-propanediamine). As a reaction SMILES: [CH2:1]([C:4]1[CH:9]=[CH:8][CH:7]=[CH:6][C:5]=1[OH:10])[CH:2]=[CH2:3].O1C2C=CC=CC=2CC1CO.S(C1C=CC(C)=CC=1)([O-])(=O)=O.C1(C)C=CC(S(Cl)(=O)=O)=CC=1.[CH3:44][N:45]([CH3:50])[CH2:46][CH2:47][CH2:48][NH2:49]>>[CH3:44][N:45]([CH3:50])[CH2:46][CH2:47][CH2:48][NH:49][CH2:3][CH:2]1[CH2:1][C:4]2[CH:9]=[CH:8][CH:7]=[CH:6][C:5]=2[O:10]1. Procedure: The starting diamine of formula II can be prepared according to known processes; for example starting from 2-allylphenol, which is then converted to 2,3-dihydrobenzofuran-2-yl-methanol by the action of a peracid and subsequently to the tosylate by the action of para-toluene-sulphonyl chloride, the said tosylate then being reacted with 3-(dimethylamino)-propylamine to give N,N-dimethyl-N'-(2,3-dihydro-benzofuran-2-ylmethyl)-1,3-propanediamine.